Dataset: the Open Reaction Database (ORD), a public repository of structured organic reaction records. Task: describe an organic reaction: reactants, conditions, products, and yield Starting materials: ClCC1=NC(=CC=C1)CCl (2,6-bis-(chloromethyl)pyridine), C(C=1C(O)=CC=CC1)(=O)O (salicylic acid), C(C)OCC (ethyl ether). Run in CN(C)C=O (N,N′-dimethylformamide), CN(C)C=O (N,N′-dimethylformamide). Reaction conditions: time 7 day. Yields the product ClCC1=CC=C(C(=N1)C)OC(C1=C(C=CC=C1)OC(C)=O)=O (2-Acetyloxybenzoic Acid 6-(Chloromethyl)-2-methylpyridinyl Ester). As a reaction SMILES: [C:1]([OH:10])(=[O:9])[C:2]1[C:3](=[CH:5][CH:6]=[CH:7][CH:8]=1)[OH:4].Cl[CH2:12][C:13]1[CH:18]=[CH:17][CH:16]=[C:15]([CH2:19][Cl:20])[N:14]=1.[CH2:21]([O:23]CC)[CH3:22]>CN(C=O)C>[Cl:20][CH2:19][C:15]1[N:14]=[C:13]([CH3:12])[C:18]([O:9][C:1](=[O:10])[C:2]2[CH:8]=[CH:7][CH:6]=[CH:5][C:3]=2[O:4][C:21](=[O:23])[CH3:22])=[CH:17][CH:16]=1. Procedure details: To a solution of salicylic acid (1.6 g, 8.88 mmoles) in N,N′-dimethylformamide (20 ml) and under stirring sodium ethylate (0.64 g, 8.88 mmoles) is added. After 30 minutes the obtained solution is added to a solution of 2,6-bis-(chloromethyl)pyridine (4.72 g, 26.81 mmoles) in N,N′-dimethylformamide (20 ml). The solution is left at room temperature for 7 days, under stirring, then is diluted with ethyl ether and washed with water. The separated organic phases are anhydrified with sodium sulphate a... The reactants are C(=O)(OC(C)(C)C)N1CCC(CC1)=O (1-boc-4-piperidone), S(=O)(=O)([O-])[O-].[Na+].[Na+] (sodium sulfate), COC1=C(C=C(C=C1)[N+](=O)[O-])N (2-methoxy-5-nitro phenylamine), C(C)(=O)O[BH-](OC(C)=O)OC(C)=O.[Na+] (sodium triacetoxyborohydride). Solvent: C(C)(=O)O (acetic acid). Conditions: time 8 hour. Product: COC1=C(C=C(C=C1)[N+](=O)[O-])NC1CCN(CC1)C(=O)OC(C)(C)C (2-Methoxy-5-nitro-N-(1-Boc piperidin-4-yl)phenylamine). Isolated yield 143.5%. As a reaction SMILES: [CH3:1][O:2][C:3]1[CH:8]=[CH:7][C:6]([N+:9]([O-:11])=[O:10])=[CH:5][C:4]=1[NH2:12].[C:13]([N:20]1[CH2:25][CH2:24][C:23](=O)[CH2:22][CH2:21]1)([O:15][C:16]([CH3:19])([CH3:18])[CH3:17])=[O:14].S([O-])([O-])(=O)=O.[Na+].[Na+].C(O[BH-](OC(=O)C)OC(=O)C)(=O)C.[Na+]>C(O)(=O)C>[CH3:1][O:2][C:3]1[CH:8]=[CH:7][C:6]([N+:9]([O-:11])=[O:10])=[CH:5][C:4]=1[NH:12][CH:23]1[CH2:24][CH2:25][N:20]([C:13]([O:15][C:16]([CH3:19])([CH3:18])[CH3:17])=[O:14])[CH2:21][CH2:22]1 |f:2.3.4,5.6|. Reported procedure: Added 2-methoxy-5-nitro phenylamine (8.0 grams, 47.61 mmol) to a round bottomed flask, followed by the addition of 1-boc-4-piperidone (28.42 grams, 142.83 mmol), sodium sulfate (67.6 grams, 476 mmol) and acetic acid (80 mL). The above reaction mass was stirred for 8 hours at ambient temperature. Then added sodium triacetoxyborohydride (30.28 grams, 142.83 mmol) at 20-25° C. in 5 minutes and stirred the reaction mass for further 3 hours. The reaction mass was quenched into water (100 mL) and basi... Starting materials: C1(CCCC1)N1N=C(C2=CC=CC(=C12)F)C1=CC=C(C=C1)O (4-(1-cyclopentyl-7-fluoro-1H-indazol-3-yl)phenol), C(C(C)(C)C)(=O)Cl (pivaloyl chloride), C(C)(C)N(C(C)C)CC (N,N-diisopropylethyl-amine). The product is C(C(C)(C)C)(=O)OC1=CC=C(C=C1)C1=NN(C2=C(C=CC=C12)F)C1CCCC1 (4-(1-cyclopentyl-7-fluoro-1H-indazol-3-yl)phenyl pivalate). The yield is 81.5%. As a reaction SMILES: [CH:1]1([N:6]2[C:14]3[C:9](=[CH:10][CH:11]=[CH:12][C:13]=3[F:15])[C:8]([C:16]3[CH:21]=[CH:20][C:19]([OH:22])=[CH:18][CH:17]=3)=[N:7]2)[CH2:5][CH2:4][CH2:3][CH2:2]1.[C:23](Cl)(=[O:28])[C:24]([CH3:27])([CH3:26])[CH3:25].C(N(CC)C(C)C)(C)C>>[C:23]([O:22][C:19]1[CH:18]=[CH:17][C:16]([C:8]2[C:9]3[C:14](=[C:13]([F:15])[CH:12]=[CH:11][CH:10]=3)[N:6]([CH:1]3[CH2:5][CH2:4][CH2:3][CH2:2]3)[N:7]=2)=[CH:21][CH:20]=1)(=[O:28])[C:24]([CH3:27])([CH3:26])[CH3:25]. Procedure: Prepared according to Method E from 4-(1-cyclopentyl-7-fluoro-1H-indazol-3-yl)phenol (0.30 g, 1.0 mmol), pivaloyl chloride (0.148 mL, 1.2 mmol) and N,N-diisopropylethyl-amine (0.21 mL, 1.2 mmol) to give 0.31 g of the title compound as a white solid, mp 105° C.